This data is from the Open Reaction Database (ORD), a public repository of structured organic reaction records. The task is: describe an organic reaction: reactants, conditions, products, and yield Starting materials: CC(CC(=O)c1ccccc1)CC(C)(C)C, [H][H], C1CCOC1. The product is CC(CCc1ccccc1)CC(C)(C)C. Reaction SMILES: [CH3:1][CH:2]([CH2:3][C:4](=[O:5])[c:6]1[cH:7][cH:8][cH:9][cH:10][cH:11]1)[CH2:12][C:13]([CH3:14])([CH3:15])[CH3:16].[H:17][H:18].[O:19]1[CH2:20][CH2:21][CH2:22][CH2:23]1>>[CH3:1][CH:2]([CH2:3][CH2:4][c:6]1[cH:7][cH:8][cH:9][cH:10][cH:11]1)[CH2:12][C:13]([CH3:14])([CH3:15])[CH3:16].